Dataset: the Open Reaction Database (ORD), a public repository of structured organic reaction records. Task: describe an organic reaction: reactants, conditions, products, and yield The reactants are CCCCc1ccc(C(=O)Oc2ccc(C=O)cc2)cc1, CCCCC(CO)CO, O, Cc1ccc(S(=O)(=O)O)cc1, c1ccccc1. Product: CCCCc1ccc(C(=O)Oc2ccc(C3OCC(CCCC)CO3)cc2)cc1. As a reaction SMILES: [CH2:10]([CH2:11][CH2:12][CH3:13])[c:14]1[cH:15][cH:16][c:17]([C:18](=[O:19])[O:20][c:21]2[cH:22][cH:23][c:24]([CH:25]=[O:26])[cH:27][cH:28]2)[cH:29][cH:30]1.[CH2:1]([CH2:2][CH2:3][CH3:4])[CH:5]([CH2:6][OH:7])[CH2:8][OH:9].[OH2:48].[c:37]1([CH3:38])[cH:39][cH:40][c:41]([S:42]([OH:43])(=[O:44])=[O:45])[cH:46][cH:47]1.[cH:31]1[cH:32][cH:33][cH:34][cH:35][cH:36]1>>[CH2:1]([CH2:2][CH2:3][CH3:4])[CH:5]1[CH2:6][O:7][CH:25]([c:24]2[cH:23][cH:22][c:21]([O:20][C:18]([c:17]3[cH:16][cH:15][c:14]([CH2:10][CH2:11][CH2:12][CH3:13])[cH:30][cH:29]3)=[O:19])[cH:28][cH:27]2)[O:9][CH2:8]1. Reactants: C, CC1CN(c2ccc([N+](=O)[O-])cc2)CC(C)O1, CCO, [H][H], [Pd]. The product is CC1CN(c2ccc(N)cc2)CC(C)O1. Reaction SMILES: [C:23].[CH3:1][CH:2]1[O:3][CH:4]([CH3:17])[CH2:5][N:6]([c:8]2[cH:9][cH:10][c:11]([N+:14]([O-:15])=[O:16])[cH:12][cH:13]2)[CH2:7]1.[CH3:20][CH2:21][OH:22].[H:18][H:19].[Pd:24]>>[CH3:1][CH:2]1[O:3][CH:4]([CH3:17])[CH2:5][N:6]([c:8]2[cH:9][cH:10][c:11]([NH2:14])[cH:12][cH:13]2)[CH2:7]1.